From a dataset of the Open Reaction Database (ORD), a public repository of structured organic reaction records. describe an organic reaction: reactants, conditions, products, and yield The reactants are CCN, O, [O-]P(Oc1ccccc1)Oc1ccccc1, Oc1ccc2ccccc2c1. The product is CCNc1ccc2ccccc2c1. Reaction SMILES: [CH3:28][CH2:29][NH2:30].[OH2:31].[P:12]([O-:13])([O:14][c:15]1[cH:16][cH:17][cH:18][cH:19][cH:20]1)[O:21][c:22]1[cH:23][cH:24][cH:25][cH:26][cH:27]1.[cH:1]1[c:2]([OH:11])[cH:3][cH:4][c:5]2[cH:6][cH:7][cH:8][cH:9][c:10]12>>[cH:1]1[c:2]([NH:30][CH2:29][CH3:28])[cH:3][cH:4][c:5]2[cH:6][cH:7][cH:8][cH:9][c:10]12. The reactants are CCN(C(C)C)C(C)C, CC(C)(C)OC(=O)C(N)Cc1ccc(OCCCC(=O)O)cc1, CN(C)C=O, O=S(=O)(Cl)c1ccccc1. Yields the product CC(C)(C)OC(=O)C(Cc1ccc(OCCCC(=O)O)cc1)NS(=O)(=O)c1ccccc1. As a reaction SMILES: [CH:34]([N:35]([CH:36]([CH3:37])[CH3:38])[CH2:39][CH3:40])([CH3:41])[CH3:42].[NH2:1][CH:2]([CH2:3][c:4]1[cH:5][cH:6][c:7]([O:8][CH2:9][CH2:10][CH2:11][C:12](=[O:13])[OH:14])[cH:15][cH:16]1)[C:17](=[O:18])[O:19][C:20]([CH3:21])([CH3:22])[CH3:23].[O:43]=[CH:44][N:45]([CH3:46])[CH3:47].[c:24]1([S:30](=[O:31])(=[O:32])[Cl:33])[cH:25][cH:26][cH:27][cH:28][cH:29]1>>[NH:1]([CH:2]([CH2:3][c:4]1[cH:5][cH:6][c:7]([O:8][CH2:9][CH2:10][CH2:11][C:12](=[O:13])[OH:14])[cH:15][cH:16]1)[C:17](=[O:18])[O:19][C:20]([CH3:21])([CH3:22])[CH3:23])[S:30]([c:24]1[cH:25][cH:26][cH:27][cH:28][cH:29]1)(=[O:31])=[O:32]. Reactants: Cc1ccccc1, Cl, COCC1CN(S(=O)(=O)c2ccccc2)CC(COC)N1C, Cc1ccccc1C. RXN SMILES: [CH3:23][c:24]1[cH:25][cH:26][cH:27][cH:28][cH:29]1.[ClH:30].[c:1]1([S:2](=[O:3])(=[O:4])[N:10]2[CH2:11][CH:12]([CH2:20][O:21][CH3:22])[N:13]([CH3:19])[CH:14]([CH2:16][O:17][CH3:18])[CH2:15]2)[cH:5][cH:6][cH:7][cH:8][cH:9]1.[c:31]1([CH3:32])[c:33]([CH3:34])[cH:35][cH:36][cH:37][cH:38]1>>[ClH:30].[NH:10]1[CH2:11][CH:12]([CH2:20][O:21][CH3:22])[N:13]([CH3:19])[CH:14]([CH2:16][O:17][CH3:18])[CH2:15]1. The product is Cl, COCC1CNCC(COC)N1C.